From a dataset of the Open Reaction Database (ORD), a public repository of structured organic reaction records. describe an organic reaction: reactants, conditions, products, and yield The reactants are C(CCCCCCC)N (n-octylamine), OC=1C(=CC2=C(CC(O2)=O)C1)C (5-hydroxy-6-methyl-3H-benzofuran-2-one). Solvent: CN(C=O)C (dimethylformamide), CN(C=O)C (dimethylformamide). Run at time 15 minute. Yields the product C(CCCCCCC)NC(CC1=C(C=C(C(=C1)O)C)O)=O (N-octyl-(2,5-dihydroxy-4-methylphenyl)-acetamide). RXN SMILES: [CH2:1]([NH2:9])[CH2:2][CH2:3][CH2:4][CH2:5][CH2:6][CH2:7][CH3:8].[OH:10][C:11]1[C:12]([CH3:21])=[CH:13][C:14]2[O:18][C:17](=[O:19])[CH2:16][C:15]=2[CH:20]=1>CN(C)C=O>[CH2:1]([NH:9][C:17](=[O:19])[CH2:16][C:15]1[CH:20]=[C:11]([OH:10])[C:12]([CH3:21])=[CH:13][C:14]=1[OH:18])[CH2:2][CH2:3][CH2:4][CH2:5][CH2:6][CH2:7][CH3:8]. Reported procedure: A solution of 7.75 g of n-octylamine dissolved in 15 ml of dimethylformamide is placed in a solution of 10 g of 5-hydroxy-6-methyl-3H-benzofuran-2-one dissolved in 15 ml of dimethylformamide. After 15 minutes at 100° C., the mixture is evaporated to dryness at reduced pressure. It is treated with 100 ml of ethyl acetate, rinsed with water, dried, then evaporated, yielding a white solid which is recrystallized from isopropyl acetate. Starting materials: O1CCC(CC1)OC1=CC=C(C(=O)OCC)C=C1 (Ethyl 4-(tetrahydro-2H-pyran-4-yloxy)benzoate), [OH-].[Na+] (NaOH). The solvent is CCO (EtOH). Run at temperature 60 celsius, time 5 hour. Product: O1CCC(CC1)OC1=CC=C(C(=O)O)C=C1 (4-(Tetrahydro-2H-pyran-4-yloxy)benzoic acid). Isolated yield 84.9%. As a reaction SMILES: [O:1]1[CH2:6][CH2:5][CH:4]([O:7][C:8]2[CH:18]=[CH:17][C:11]([C:12]([O:14]CC)=[O:13])=[CH:10][CH:9]=2)[CH2:3][CH2:2]1.[OH-].[Na+]>CCO>[O:1]1[CH2:2][CH2:3][CH:4]([O:7][C:8]2[CH:18]=[CH:17][C:11]([C:12]([OH:14])=[O:13])=[CH:10][CH:9]=2)[CH2:5][CH2:6]1 |f:1.2|. Procedure details: A solution of ethyl 4-(tetrahydro-2H-pyran-4-yloxy)benzoate (D5) (0.73 g) in EtOH (10 ml) was treated with 1M NaOH (5.84 ml) and the mixture stirred at 60° C. for 5 h. The solution was cooled to rt and the EtOH was evaporated. The aqueous was washed with DCM (2×10 ml) and acidified. The solid was filtered off, washed with water and dried to give the title compound (D6) (0.55 g). MS electrospray (−ion) 221 (M-H). 1H NMR δ (DMSO-d6): 7.87 (2H, d, J=8.5 Hz), 7.05 (2H, d, J=8.5 Hz), 4.69 (1H, m), 3....